This data is from the Open Reaction Database (ORD), a public repository of structured organic reaction records. The task is: describe an organic reaction: reactants, conditions, products, and yield Reactants: OC1(CCC(CC1)=O)C=1C=NC(=CC1)C (4-hydroxy-4-(6-methyl-pyridin-3-yl)-cyclohexanone), N1CC(C1)NC(=O)CNC(C1=CC(=CC=C1)C(F)(F)F)=O (N-(azetidin-3-ylcarbamoylmethyl)-3-trifluoromethyl-benzamide). The product is OC1(CCC(CC1)N1CC(C1)NC(=O)CNC(C1=CC(=CC=C1)C(F)(F)F)=O)C=1C=NC(=CC1)C (N-({1-[4-Hydroxy-4-(6-methyl-pyridin-3-yl)-cyclohexyl]-azetidin-3-ylcarbamoyl}-methyl)-3-trifluoromethyl-benzamide). RXN SMILES: [OH:1][C:2]1([C:9]2[CH:10]=[N:11][C:12]([CH3:15])=[CH:13][CH:14]=2)[CH2:7][CH2:6][C:5](=O)[CH2:4][CH2:3]1.[NH:16]1[CH2:19][CH:18]([NH:20][C:21]([CH2:23][NH:24][C:25](=[O:36])[C:26]2[CH:31]=[CH:30][CH:29]=[C:28]([C:32]([F:35])([F:34])[F:33])[CH:27]=2)=[O:22])[CH2:17]1>>[OH:1][C:2]1([C:9]2[CH:10]=[N:11][C:12]([CH3:15])=[CH:13][CH:14]=2)[CH2:7][CH2:6][CH:5]([N:16]2[CH2:19][CH:18]([NH:20][C:21]([CH2:23][NH:24][C:25](=[O:36])[C:26]3[CH:31]=[CH:30][CH:29]=[C:28]([C:32]([F:35])([F:33])[F:34])[CH:27]=3)=[O:22])[CH2:17]2)[CH2:4][CH2:3]1. Procedure details: The title compounds were prepared as white solids from reductive amination of 4-hydroxy-4-(6-methyl-pyridin-3-yl)-cyclohexanone, as prepared in the previous step, and N-(azetidin-3-ylcarbamoylmethyl)-3-trifluoromethyl-benzamide using the procedure described in Step E of Example 1. The reactants are CC1(C)CC(=O)Nc2ccc(Br)cc21, O=C([O-])[O-], Cc1ccccc1, OB(O)c1cccc(F)c1, [K+], [K+], O, c1ccc(P(c2ccccc2)(c2ccccc2)[Pd](P(c2ccccc2)(c2ccccc2)c2ccccc2)(P(c2ccccc2)(c2ccccc2)c2ccccc2)P(c2ccccc2)(c2ccccc2)c2ccccc2)cc1. Product: CC1(C)CC(=O)Nc2ccc(-c3cccc(F)c3)cc21. RXN SMILES: [Br:11][c:12]1[cH:13][c:14]2[c:19]([cH:20][cH:21]1)[NH:18][C:17](=[O:22])[CH2:16][C:15]2([CH3:23])[CH3:24].[C:25](=[O:26])([O-:27])[O-:28].[CH3:31][c:32]1[cH:33][cH:34][cH:35][cH:36][cH:37]1.[F:1][c:2]1[cH:3][c:4]([B:8]([OH:9])[OH:10])[cH:5][cH:6][cH:7]1.[K+:29].[K+:30].[OH2:38].[cH:39]1[cH:40][cH:41][c:42]([P:43]([Pd:44]([P:45]([c:46]2[cH:47][cH:48][cH:49][cH:50][cH:51]2)([c:52]2[cH:53][cH:54][cH:55][cH:56][cH:57]2)[c:58]2[cH:59][cH:60][cH:61][cH:62][cH:63]2)([P:64]([c:65]2[cH:66][cH:67][cH:68][cH:69][cH:70]2)([c:71]2[cH:72][cH:73][cH:74][cH:75][cH:76]2)[c:77]2[cH:78][cH:79][cH:80][cH:81][cH:82]2)[P:83]([c:84]2[cH:85][cH:86][cH:87][cH:88][cH:89]2)([c:90]2[cH:91][cH:92][cH:93][cH:94][cH:95]2)[c:96]2[cH:97][cH:98][cH:99][cH:100][cH:101]2)([c:102]2[cH:103][cH:104][cH:105][cH:106][cH:107]2)[c:108]2[cH:109][cH:110][cH:111][cH:112][cH:113]2)[cH:114][cH:115]1>>[F:1][c:2]1[cH:3][c:4](-[c:12]2[cH:13][c:14]3[c:19]([cH:20][cH:21]2)[NH:18][C:17](=[O:22])[CH2:16][C:15]3([CH3:23])[CH3:24])[cH:5][cH:6][cH:7]1.